This data is from the Open Reaction Database (ORD), a public repository of structured organic reaction records. The task is: describe an organic reaction: reactants, conditions, products, and yield The reactants are C(C)OC(=O)N1CC(C(CC1)NC1=C(C=C(C=C1)C)N)OC (4-(2-amino-4-methyl-phenylamino)-3-methoxy-piperidine-1-carboxylic acid ethyl ester), C(C)OC(C)(OCC)OCC (1,1,1-triethoxy ethane), C(C)(=O)O (acetic acid). Run at temperature 60 celsius. Product: C(C)C1=NC2=C(N1C1C(CNCC1)OC)C=CC(=C2)C (2-Ethyl-1-(3-methoxy-piperidin-4-yl)-5-methyl-1H-benzoimidazole). As a reaction SMILES: C(OC([N:6]1[CH2:11][CH2:10][CH:9]([NH:12][C:13]2[CH:18]=[CH:17][C:16]([CH3:19])=[CH:15][C:14]=2[NH2:20])[CH:8]([O:21][CH3:22])[CH2:7]1)=O)C.C(OC(O[CH2:32][CH3:33])(OCC)C)C.[C:34](O)(=O)C>>[CH2:32]([C:33]1[N:12]([CH:9]2[CH2:10][CH2:11][NH:6][CH2:7][CH:8]2[O:21][CH3:22])[C:13]2[CH:18]=[CH:17][C:16]([CH3:19])=[CH:15][C:14]=2[N:20]=1)[CH3:34]. Procedure: To a solution of 4-(2-amino-4-methyl-phenylamino)-3-methoxy-piperidine-1-carboxylic acid ethyl ester (800 mg, 2.60 mmol) in acetic acid (5 mL) was added 1,1,1-triethoxy ethane (550 mg, 3.12 mmol). After heating at 60° C. for 30 minutes, the mixture was concentrated under reduced pressure and the residue was purified by flash chromatography (15/1 CH2Cl2/CH3OH) to 4-(2-ethyl-5-methyl-benzoimidazol-1-yl)-3-methoxy-piperidine-1-carboxylic acid ethyl ester (940 mg, 89%) as a white solid. Reactants: Cl.C12(CC3CC(CC(C1)C3)C2)CCNCCCCC (2-(1-adamantyl)-N-pentylethylamine hydrochloride), BrCC(=O)O (Bromoacetic acid), C(O)([O-])=O.[Na+] (sodium hydrogencarbonate), CN1CCOCC1 (N-Methylmorpholine), C(OCC(C)C)(=O)Cl (isobutyl chlorocarbonate). Solvent: O1CCCC1 (tetrahydrofuran), O1CCCC1 (tetrahydrofuran), C(C)(=O)OCC (ethyl acetate). Run at temperature -15 celsius. Product: C12(CC3CC(CC(C1)C3)C2)CCN(C(CBr)=O)CCCCC (2-bromoacetic acid N-[2-(1-adamantyl)ethyl]-N-pentylamide). RXN SMILES: [Br:1][CH2:2][C:3]([OH:5])=O.CN1CCOCC1.C(Cl)(=O)OCC(C)C.Cl.[C:22]12([CH2:32][CH2:33][NH:34][CH2:35][CH2:36][CH2:37][CH2:38][CH3:39])[CH2:31][CH:26]3[CH2:27][CH:28]([CH2:30][CH:24]([CH2:25]3)[CH2:23]1)[CH2:29]2.C(=O)([O-])O.[Na+]>O1CCCC1.C(OCC)(=O)C>[C:22]12([CH2:32][CH2:33][N:34]([CH2:35][CH2:36][CH2:37][CH2:38][CH3:39])[C:3](=[O:5])[CH2:2][Br:1])[CH2:29][CH:28]3[CH2:27][CH:26]([CH2:25][CH:24]([CH2:30]3)[CH2:23]1)[CH2:31]2 |f:3.4,5.6|. Procedure: Bromoacetic acid (0.50 g, 3.6 mmol) was dissolved in anhydrous tetrahydrofuran (20 ml), and the solution was stirred at −15° C. under a nitrogen atmosphere. N-Methylmorpholine (0.40 ml, 3.6 mmol) and isobutyl chlorocarbonate (0.45 ml, 3.5 mmol) were added to the solution. Then, a solution of a free base of 2-(1-adamantyl)-N-pentylethylamine hydrochloride (Intermediate No. 1-1) (1.0 g, 3.5 mmol) in anhydrous tetrahydrofuran (20 ml) was added dropwise to the mixture. The whole was stirred at 0° C.... Yields the product FC(OC1=C(C2=CC=CC=C2C=C1)CN1C2=C(OC3(CCOCC3)[C@@H](C1=O)NC([C@H](C)N(C(OC(C)(C)C)=O)C)=O)C=CC=C2)F (tert-butyl (S)-1-((S)-5-((2-(difluoromethoxy)naphthalen-1-yl)methyl)-4-oxo-2′,3′,4,5,5′,6′-hexahydro-3H-spiro[benzo[b][1,4]oxazepine-2,4′-pyran]-3-ylamino)-1-oxopropan-2-yl(methyl)carbamate), FC(OC1=C(C2=CC=CC=C2C=C1)CN1C2=C(OC3(CCOCC3)[C@H](C1=O)NC([C@H](C)N(C(OC(C)(C)C)=O)C)=O)C=CC=C2)F (tert-butyl (S)-1-((R)-5-((2-(difluoromethoxy)naphthalen-1-yl)methyl)-4-oxo-2′,3′,4,5,5′,6′-hexahydro-3H-spiro[benzo[b][1,4]oxazepine-2,4′-pyran]-3-ylamino)-1-oxopropan-2-yl(methyl)carbamate). Starting materials: CN(C(OC(C)(C)C)=O)[C@H](C(NC1C(NC2=C(OC13CCOCC3)C=CC=C2)=O)=O)C (tert-butyl methyl((2S)-1-oxo-1-(4-oxo-2′,3′,4,5,5′,6′-hexahydro-3H-spiro[benzo[b][1,4]oxazepine-2,4′-pyran]-3-ylamino)propan-2-yl)carbamate), CS(=O)(=O)OCC1=C(C=CC2=CC=CC=C12)OC(F)F ((2-(difluoromethoxy)naphthalen-1-yl)methyl methanesulfonate), C(=O)([O-])[O-].[Cs+].[Cs+] (Cs2CO3). Procedure: A mixture of tert-butyl methyl((2S)-1-oxo-1-(4-oxo-2′,3′,4,5,5′,6′-hexahydro-3H-spiro[benzo[b][1,4]oxazepine-2,4′-pyran]-3-ylamino)propan-2-yl)carbamate (118 mg, 272 μmol), (2-(difluoromethoxy)naphthalen-1-yl)methyl methanesulfonate (98.7 mg, 327 μmol) and Cs2CO3 (115 mg, 354 μmol) in DMF (681 μL) was stirred at RT for 20 h. The mixture was diluted with EtOAc, washed with H2O and brine, then dried over Na2SO4, and filtered. The filtrate was concentrated to give a residue that was purified by sil... Isolated yield 42.0%. Run at time 20 hour. RXN SMILES: [CH3:1][N:2]([C@@H:10]([CH3:31])[C:11](=[O:30])[NH:12][CH:13]1[C:19]2([CH2:24][CH2:23][O:22][CH2:21][CH2:20]2)[O:18][C:17]2[CH:25]=[CH:26][CH:27]=[CH:28][C:16]=2[NH:15][C:14]1=[O:29])[C:3](=[O:9])[O:4][C:5]([CH3:8])([CH3:7])[CH3:6].CS(O[CH2:37][C:38]1[C:47]2[C:42](=[CH:43][CH:44]=[CH:45][CH:46]=2)[CH:41]=[CH:40][C:39]=1[O:48][CH:49]([F:51])[F:50])(=O)=O.C([O-])([O-])=O.[Cs+].[Cs+]>CN(C=O)C.CCOC(C)=O>[F:50][CH:49]([F:51])[O:48][C:39]1[CH:40]=[CH:41][C:42]2[C:47](=[CH:46][CH:45]=[CH:44][CH:43]=2)[C:38]=1[CH2:37][N:15]1[C:14](=[O:29])[C@@H:13]([NH:12][C:11](=[O:30])[C@@H:10]([N:2]([CH3:1])[C:3](=[O:9])[O:4][C:5]([CH3:8])([CH3:6])[CH3:7])[CH3:31])[C:19]2([CH2:20][CH2:21][O:22][CH2:23][CH2:24]2)[O:18][C:17]2[CH:25]=[CH:26][CH:27]=[CH:28][C:16]1=2.[F:50][CH:49]([F:51])[O:48][C:39]1[CH:40]=[CH:41][C:42]2[C:47](=[CH:46][CH:45]=[CH:44][CH:43]=2)[C:38]=1[CH2:37][N:15]1[C:14](=[O:29])[C@H:13]([NH:12][C:11](=[O:30])[C@@H:10]([N:2]([CH3:1])[C:3](=[O:9])[O:4][C:5]([CH3:8])([CH3:6])[CH3:7])[CH3:31])[C:19]2([CH2:20][CH2:21][O:22][CH2:23][CH2:24]2)[O:18][C:17]2[CH:25]=[CH:26][CH:27]=[CH:28][C:16]1=2 |f:2.3.4|. Solvent: CN(C)C=O (DMF), CCOC(=O)C (EtOAc).